This data is from the Open Reaction Database (ORD), a public repository of structured organic reaction records. The task is: describe an organic reaction: reactants, conditions, products, and yield Reactants: [H][H] (hydrogen), [N+](=O)([O-])C=1C(N(C=C(C1)C1=CC=NC=C1)CCC)=O (3-nitro-1-n-propyl-5-(4-pyridinyl)-2(1H)-pyridinone). The reagents and catalysts are [Ni] (Raney nickel). Run in CN(C=O)C (dimethylformamide). Reaction conditions: time 6 hour. Product: NC=1C(N(C=C(C1)C1=CC=NC=C1)CCC)=O (3-Amino-1-n-propyl-5-(4-pyridinyl)-2(1H)-pyridinone). RXN SMILES: [N+:1]([C:4]1[C:5](=[O:19])[N:6]([CH2:16][CH2:17][CH3:18])[CH:7]=[C:8]([C:10]2[CH:15]=[CH:14][N:13]=[CH:12][CH:11]=2)[CH:9]=1)([O-])=O.[H][H]>[Ni].CN(C)C=O>[NH2:1][C:4]1[C:5](=[O:19])[N:6]([CH2:16][CH2:17][CH3:18])[CH:7]=[C:8]([C:10]2[CH:11]=[CH:12][N:13]=[CH:14][CH:15]=2)[CH:9]=1. Reported procedure: A solution containing 15.1 g. of 3-nitro-1-n-propyl-5-(4-pyridinyl)-2(1H)-pyridinone in 400 ml. of dry dimethylformamide was charged into an 800 ml. Parr bottle with 1.5 teaspoons of Raney nickel and the mixture was shaken under 650 p.s.i of hydrogen at room temperature for four hours, during which time the reaction temperature was no more than 50° C. The catalyst was filtered off; the filtrate was treated with decolorizing charcoal and filtered; and, the solvent was distilled off under reduced ... Starting materials: O=[N+]([O-])c1cccc(Br)c1OC(F)F, [Fe], O, O=S(=O)(O)O. Yields the product Nc1cccc(Br)c1OC(F)F. Reaction SMILES: [Br:6][c:7]1[c:8]([O:16][CH:17]([F:18])[F:19])[c:9]([N+:13]([O-:14])=[O:15])[cH:10][cH:11][cH:12]1.[Fe:20].[OH2:21].[S:1](=[O:2])(=[O:3])([OH:4])[OH:5]>>[Br:6][c:7]1[c:8]([O:16][CH:17]([F:18])[F:19])[c:9]([NH2:13])[cH:10][cH:11][cH:12]1. The reactants are C(C)(=O)OCC (ethyl acetate), [I-].[K+] (Potassium iodide), CS(=O)(=O)OC1CN(C1)C(C1=CC=CC=C1)C1=CC=CC=C1 (1-benzhydrylazetidin-3-yl methanesulfonate). The solvent is O (water), O (water), COCCOC (1,2-dimethoxyethane). Run at time 3 hour. The product is C(C1=CC=CC=C1)(C1=CC=CC=C1)N1CC(C1)I (1-Benzhydryl-3-iodoazetidine), solid. Yield: 100.0%. RXN SMILES: [I-:1].[K+].CS(O[CH:8]1[CH2:11][N:10]([CH:12]([C:19]2[CH:24]=[CH:23][CH:22]=[CH:21][CH:20]=2)[C:13]2[CH:18]=[CH:17][CH:16]=[CH:15][CH:14]=2)[CH2:9]1)(=O)=O.C(OCC)(=O)C>O.COCCOC>[CH:12]([N:10]1[CH2:11][CH:8]([I:1])[CH2:9]1)([C:19]1[CH:24]=[CH:23][CH:22]=[CH:21][CH:20]=1)[C:13]1[CH:18]=[CH:17][CH:16]=[CH:15][CH:14]=1 |f:0.1|. Procedure: Potassium iodide (530 mg, 3.14 mmol) was added to a solution of 1-benzhydrylazetidin-3-yl methanesulfonate (500 mg, 1.57 mmol) in a mixture of water (2.5 mL) and 1,2-dimethoxyethane (2.5 mL) at room temperature. The reaction mixture was then heated up to reflux and stirred for 3 hours. After cooling down to room temperature, the reaction mixture was diluted by addition of water (50 mL) and ethyl acetate (50 mL). The aqueous phase was separated and extracted with ethyl acetate (2×70 mL). The comb... The reactants are C(C)(=O)N1CCC(CC1)N1C(N(C(C2=CC(=CC=C12)OCC1=CC=CC=C1)=O)CC1=CC(=C(C=C1)OC)OC)=O (1-(1-acetylpiperidin-4-yl)-6-(benzyloxy)-3-(3,4-dimethoxybenzyl)quinazoline-2,4(1H,3H)-dione), C(=O)[O-].[NH4+] (ammonium formate). The reagents and catalysts are [Pd] (Pd/C). Solvent: CCO (EtOH). Yields the product C(C)(=O)N1CCC(CC1)N1C(N(C(C2=CC(=CC=C12)O)=O)CC1=CC(=C(C=C1)OC)OC)=O (1-(1-Acetylpiperidin-4-yl)-3-(3,4-dimethoxybenzyl)-6-hydroxyquinazoline-2,4(1H,3H)-dione). The yield is 89.9%. As a reaction SMILES: [C:1]([N:4]1[CH2:9][CH2:8][CH:7]([N:10]2[C:19]3[C:14](=[CH:15][C:16]([O:20]CC4C=CC=CC=4)=[CH:17][CH:18]=3)[C:13](=[O:28])[N:12]([CH2:29][C:30]3[CH:35]=[CH:34][C:33]([O:36][CH3:37])=[C:32]([O:38][CH3:39])[CH:31]=3)[C:11]2=[O:40])[CH2:6][CH2:5]1)(=[O:3])[CH3:2].C([O-])=O.[NH4+]>CCO.[Pd]>[C:1]([N:4]1[CH2:5][CH2:6][CH:7]([N:10]2[C:19]3[C:14](=[CH:15][C:16]([OH:20])=[CH:17][CH:18]=3)[C:13](=[O:28])[N:12]([CH2:29][C:30]3[CH:35]=[CH:34][C:33]([O:36][CH3:37])=[C:32]([O:38][CH3:39])[CH:31]=3)[C:11]2=[O:40])[CH2:8][CH2:9]1)(=[O:3])[CH3:2] |f:1.2|. Procedure details: A mixture of 0.64 g of 1-(1-acetylpiperidin-4-yl)-6-(benzyloxy)-3-(3,4-dimethoxybenzyl)quinazoline-2,4(1H,3H)-dione obtained in stage 2.1, 0.44 g of ammonium formate and 0.125 g of Pd/C (10%) in 10 ml of EtOH purged beforehand with nitrogen is irradiated under a microwave field at 80° C. for 2 h 00. The mixture is filtered and the filtrate is evaporated under reduced pressure to give 0.48 g of the expected product. As a reaction SMILES: [Br-:55].[Br:27][c:28]1[cH:29][cH:30][c:31]([O:38][CH2:39][CH2:40][CH2:41][O:42][c:43]2[cH:44][cH:45][cH:46][cH:47][cH:48]2)[c:32]([C:34](=[O:35])[O:36][CH3:37])[n:33]1.[CH2:56]([N+:57]([CH2:58][CH2:59][CH2:60][CH3:61])([CH2:62][CH2:63][CH2:64][CH3:65])[CH2:66][CH2:67][CH2:68][CH3:69])[CH2:70][CH2:71][CH3:72].[CH2:73]1[O:74][CH2:75][CH2:76][O:77][CH2:78]1.[CH3:1][C:2]1([CH3:3])[C:4]([CH3:5])([CH3:6])[O:7][B:8]([c:9]2[cH:10][c:11]3[c:12]([cH:24][cH:25]2)[O:13][CH2:14][CH2:15][N:16]3[C:17](=[O:18])[O:19][C:20]([CH3:21])([CH3:22])[CH3:23])[O:26]1.[CH3:79][CH2:80][O:81][C:82]([CH3:83])=[O:84].[K+:49].[K+:50].[O-:51][C:52]([O-:53])=[O:54].[Pd:85]([Cl:86])[Cl:87].[c:107]1([P:108]([c:109]2[cH:110][cH:111][cH:112][cH:113][cH:114]2)[c:115]2[cH:116][cH:117][cH:118][cH:119][cH:120]2)[cH:121][cH:122][cH:123][cH:124][cH:125]1.[c:88]1([P:89]([c:90]2[cH:91][cH:92][cH:93][cH:94][cH:95]2)[c:96]2[cH:97][cH:98][cH:99][cH:100][cH:101]2)[cH:102][cH:103][cH:104][cH:105][cH:106]1>>[c:9]1(-[c:28]2[cH:29][cH:30][c:31]([O:38][CH2:39][CH2:40][CH2:41][O:42][c:43]3[cH:44][cH:45][cH:46][cH:47][cH:48]3)[c:32]([C:34](=[O:35])[O:36][CH3:37])[n:33]2)[cH:10][c:11]2[c:12]([cH:24][cH:25]1)[O:13][CH2:14][CH2:15][N:16]2[C:17](=[O:18])[O:19][C:20]([CH3:21])([CH3:22])[CH3:23]. The reactants are [Br-], COC(=O)c1nc(Br)ccc1OCCCOc1ccccc1, CCCC[N+](CCCC)(CCCC)CCCC, C1COCCO1, CC(C)(C)OC(=O)N1CCOc2ccc(B3OC(C)(C)C(C)(C)O3)cc21, CCOC(C)=O, [K+], [K+], O=C([O-])[O-], Cl[Pd]Cl, c1ccc(P(c2ccccc2)c2ccccc2)cc1, c1ccc(P(c2ccccc2)c2ccccc2)cc1. Yields the product COC(=O)c1nc(-c2ccc3c(c2)N(C(=O)OC(C)(C)C)CCO3)ccc1OCCCOc1ccccc1.